Dataset: the Open Reaction Database (ORD), a public repository of structured organic reaction records. Task: describe an organic reaction: reactants, conditions, products, and yield The reactants are CCOC(=O)C(C)(C)CCl, CC(=O)N(c1ccc(Cl)cc1)C1CC(C)N(C(=O)c2ccc(O)cc2)c2ccccc21, [K+], [K+], O=C([O-])[O-], CN(C)C=O. Yields the product CCOC(=O)C(C)(C)COc1ccc(C(=O)N2c3ccccc3C(N(C(C)=O)c3ccc(Cl)cc3)CC2C)cc1. RXN SMILES: [CH2:38]([CH3:39])[O:40][C:41]([C:42]([CH2:43][Cl:44])([CH3:45])[CH3:46])=[O:47].[Cl:1][c:2]1[cH:3][cH:4][c:5]([N:8]([C:9]([CH3:10])=[O:11])[CH:12]2[CH2:13][CH:14]([CH3:31])[N:15]([C:22]([c:23]3[cH:24][cH:25][c:26]([OH:29])[cH:27][cH:28]3)=[O:30])[c:16]3[cH:17][cH:18][cH:19][cH:20][c:21]32)[cH:6][cH:7]1.[K+:32].[K+:33].[O-:34][C:35]([O-:36])=[O:37].[O:48]=[CH:49][N:50]([CH3:51])[CH3:52]>>[Cl:1][c:2]1[cH:3][cH:4][c:5]([N:8]([C:9]([CH3:10])=[O:11])[CH:12]2[CH2:13][CH:14]([CH3:31])[N:15]([C:22]([c:23]3[cH:24][cH:25][c:26]([O:29][CH2:43][C:42]([C:41]([O:40][CH2:38][CH3:39])=[O:47])([CH3:45])[CH3:46])[cH:27][cH:28]3)=[O:30])[c:16]3[cH:17][cH:18][cH:19][cH:20][c:21]32)[cH:6][cH:7]1. The reactants are CCOC(=O)c1cn2c3c([nH]c(=O)c2n1)-c1cccc(CC(=O)NC)c1C3, [Na+], C1COCCO1, [OH-]. Product: CNC(=O)Cc1cccc2c1Cc1c-2[nH]c(=O)c2nc(C(=O)O)cn12. Reaction SMILES: [CH3:3][NH:4][C:5](=[O:6])[CH2:7][c:8]1[c:9]2[c:26]([cH:27][cH:28][cH:29]1)-[c:12]1[c:11]([n:16]3[c:15]([c:14](=[O:25])[nH:13]1)[n:19][c:18]([C:20](=[O:21])[O:22][CH2:23][CH3:24])[cH:17]3)[CH2:10]2.[Na+:2].[O:30]1[CH2:31][CH2:32][O:33][CH2:34][CH2:35]1.[OH-:1]>>[CH3:3][NH:4][C:5](=[O:6])[CH2:7][c:8]1[c:9]2[c:26]([cH:27][cH:28][cH:29]1)-[c:12]1[c:11]([n:16]3[c:15]([c:14](=[O:25])[nH:13]1)[n:19][c:18]([C:20](=[O:21])[OH:22])[cH:17]3)[CH2:10]2.